From a dataset of the Open Reaction Database (ORD), a public repository of structured organic reaction records. describe an organic reaction: reactants, conditions, products, and yield Reactants: ClC1=CC(=C(OC(C(=O)O)C)C=C1)C (2-(4-chloro-2-methylphenoxy)propanoic acid), N1CCCC2=CC=CC=C12 (1,2,3,4-tetrahydroquinoline). The product is ClC1=CC(=C(OC(C(=O)N2CCCC3=CC=CC=C23)C)C=C1)C (2-(4-Chloro-2-methylphenoxy)-1-(3,4-dihydroquinolin-1(2H)-yl)propan-1-one). Yield: 46.0%. As a reaction SMILES: [Cl:1][C:2]1[CH:13]=[CH:12][C:5]([O:6][CH:7]([CH3:11])[C:8]([OH:10])=O)=[C:4]([CH3:14])[CH:3]=1.[NH:15]1[C:24]2[C:19](=[CH:20][CH:21]=[CH:22][CH:23]=2)[CH2:18][CH2:17][CH2:16]1>>[Cl:1][C:2]1[CH:13]=[CH:12][C:5]([O:6][CH:7]([CH3:11])[C:8]([N:15]2[C:24]3[C:19](=[CH:20][CH:21]=[CH:22][CH:23]=3)[CH2:18][CH2:17][CH2:16]2)=[O:10])=[C:4]([CH3:14])[CH:3]=1. Reported procedure: The title compound was synthesized according to General Procedure D using 2-(4-chloro-2-methylphenoxy)propanoic acid and compound 3 to yield 57 (350 mg, 46%): MS (APCI): m/z 330 [M+H]+. Anal. Calcd. for C19H20ClNO2: C, 69.19; H, 6.11; N, 4.25. Found: C, 69.09; H, 6.10; N, 4.31. Reactants: CO, N#CSCCl, OC(=S)c1ccc(Cl)cc1, O. Product: N#CSCOC(=S)c1ccc(Cl)cc1. RXN SMILES: [CH3:17][OH:18].[Cl:1][CH2:2][S:3][C:4]#[N:5].[Cl:6][c:7]1[cH:8][cH:9][c:10]([C:11](=[S:12])[OH:13])[cH:14][cH:15]1.[OH2:16]>>[CH2:2]([S:3][C:4]#[N:5])[O:13][C:11]([c:10]1[cH:9][cH:8][c:7]([Cl:6])[cH:15][cH:14]1)=[S:12]. Yields the product COC(=O)c1ccc(CBr)c2ccccc12. The reactants are O=C(OOC(=O)c1ccccc1)c1ccccc1, COC(=O)c1ccc(C)c2ccccc12, ClC(Cl)(Cl)Cl, O=C1CCC(=O)N1Br. Reaction SMILES: [C:24]([O:25][O:26][C:27](=[O:28])[c:29]1[cH:30][cH:31][cH:32][cH:33][cH:34]1)(=[O:35])[c:36]1[cH:37][cH:38][cH:39][cH:40][cH:41]1.[CH3:1][c:2]1[cH:3][cH:4][c:5]([C:12](=[O:13])[O:14][CH3:15])[c:6]2[cH:7][cH:8][cH:9][cH:10][c:11]12.[Cl:42][C:43]([Cl:44])([Cl:45])[Cl:46].[O:16]=[C:17]1[N:18]([Br:23])[C:19](=[O:20])[CH2:21][CH2:22]1>>[CH2:1]([c:2]1[cH:3][cH:4][c:5]([C:12](=[O:13])[O:14][CH3:15])[c:6]2[cH:7][cH:8][cH:9][cH:10][c:11]12)[Br:23].